Dataset: the Open Reaction Database (ORD), a public repository of structured organic reaction records. Task: describe an organic reaction: reactants, conditions, products, and yield Starting materials: Cc1cnc(Cl)nc1, NCC1CCN(C(=O)OCc2ccccc2)CC1. Product: Cc1cnc(NCC2CCN(C(=O)OCc3ccccc3)CC2)nc1. As a reaction SMILES: [Cl:19][c:20]1[n:21][cH:22][c:23]([CH3:26])[cH:24][n:25]1.[NH2:1][CH2:2][CH:3]1[CH2:4][CH2:5][N:6]([C:9](=[O:10])[O:11][CH2:12][c:13]2[cH:14][cH:15][cH:16][cH:17][cH:18]2)[CH2:7][CH2:8]1>>[NH:1]([CH2:2][CH:3]1[CH2:4][CH2:5][N:6]([C:9](=[O:10])[O:11][CH2:12][c:13]2[cH:14][cH:15][cH:16][cH:17][cH:18]2)[CH2:7][CH2:8]1)[c:20]1[n:21][cH:22][c:23]([CH3:26])[cH:24][n:25]1. The reactants are CCn1c(CNC)cc2ccccc21, ClCCCl, CCN(C(C)C)C(C)C, Nc1ccc(C=CC(=O)O)cn1, CN(C)C=O, O, On1nnc2ccccc21. The product is CCn1c(CN(C)C(=O)C=Cc2ccc(N)nc2)cc2ccccc21. RXN SMILES: [CH2:17]([CH3:18])[n:19]1[c:20]([CH2:28][NH:29][CH3:30])[cH:21][c:22]2[cH:23][cH:24][cH:25][cH:26][c:27]12.[CH2:1]([Cl:2])[CH2:3][Cl:4].[CH:42]([N:43]([CH:44]([CH3:45])[CH3:46])[CH2:47][CH3:48])([CH3:49])[CH3:50].[NH2:5][c:6]1[cH:7][cH:8][c:9]([CH:12]=[CH:13][C:14](=[O:15])[OH:16])[cH:10][n:11]1.[O:51]=[CH:52][N:53]([CH3:54])[CH3:55].[OH2:41].[OH:31][n:32]1[c:33]2[c:34]([cH:35][cH:36][cH:37][cH:38]2)[n:39][n:40]1>>[NH2:5][c:6]1[cH:7][cH:8][c:9]([CH:12]=[CH:13][C:14](=[O:16])[N:29]([CH2:28][c:20]2[n:19]([CH2:17][CH3:18])[c:27]3[c:22]([cH:21]2)[cH:23][cH:24][cH:25][cH:26]3)[CH3:30])[cH:10][n:11]1. Reaction conditions: time 3 hour. Run in C(C)#N (acetonitrile), CO (methanol). As a reaction SMILES: CN(C)C([N:5]1[CH:9]=[C:8]([CH2:10][CH2:11][CH2:12][O:13][Si](C)(C)C)[N:7]=[CH:6]1)=O.Br[CH2:20][C:21]1[C:25]2[CH:26]=[CH:27][CH:28]=[CH:29][C:24]=2[O:23][N:22]=1.C[O-].[Na+]>C(#N)C.CO>[OH:13][CH2:12][CH2:11][CH2:10][C:8]1[N:7]([CH2:20][C:21]2[C:25]3[CH:26]=[CH:27][CH:28]=[CH:29][C:24]=3[O:23][N:22]=2)[CH:6]=[N:5][CH:9]=1 |f:2.3|. Procedure: A solution containing 1-dimethylcarbamoyl-4-(3-trimethylsilyloxypropyl)-imidazole (6.7 g, 0.025 mole), and 3-bromomethyl-1,2-benzisoxazole (5.3 g, 0.025 mole) in anhydrous acetonitrile (30 mL) is stirred at reflux for 72 hours. The reaction mixture is cooled and mixed with a solution of sodium methoxide (3 g, 0.055 mole) in methanol (30 mL). The resulting solution is stirred at reflux for 26 hours. The solvents are evaporated and the residue is taken up in 1N hydrochloric acid (30 mL). This solu... Reactants: CN(C(=O)N1C=NC(=C1)CCCO[Si](C)(C)C)C (1-dimethylcarbamoyl-4-(3-trimethylsilyloxypropyl)-imidazole), BrCC1=NOC2=C1C=CC=C2 (3-bromomethyl-1,2-benzisoxazole), C[O-].[Na+] (sodium methoxide). Yields the product OCCCC1=CN=CN1CC1=NOC2=C1C=CC=C2 (3-[(5-(3-hydroxypropyl)-1H-imidazol-1-yl)-methyl]-1,2-benzisoxazole). The reactants are ClC1=CC=C(CN2C(=C(C3=CC(=CC=C23)F)SC)CC(=O)OCC)C=C1 (Ethyl 1-(p Chlorobenzyl)-5-fluoro-3-methylthioindole-2-acetate), 154. The solvent is O1CCCC1 (tetrahydrofuran). Product: ClC1=CC=C(CN2C(=C(C3=CC(=CC=C23)F)SC)CC(=O)O)C=C1 (1-(p-Chlorobenzyl)-5-fluoro3-methylthioindole-2-acetic acid). Reaction SMILES: [Cl:1][C:2]1[CH:26]=[CH:25][C:5]([CH2:6][N:7]2[C:15]3[C:10](=[CH:11][C:12]([F:16])=[CH:13][CH:14]=3)[C:9]([S:17][CH3:18])=[C:8]2[CH2:19][C:20]([O:22]CC)=[O:21])=[CH:4][CH:3]=1>O1CCCC1>[Cl:1][C:2]1[CH:3]=[CH:4][C:5]([CH2:6][N:7]2[C:15]3[C:10](=[CH:11][C:12]([F:16])=[CH:13][CH:14]=3)[C:9]([S:17][CH3:18])=[C:8]2[CH2:19][C:20]([OH:22])=[O:21])=[CH:25][CH:26]=1. Procedure details: Following the procedure of Preparation 6, but using ethyl 1-(p-chlorobenzyl)-5-fluoro-3-methylthioindole-2-acetate from Example 3 as the starting material and tetrahydrofuran as the solvent, the title compound was prepared, mp 154 155° C. (dec.).